Task: describe an organic reaction: reactants, conditions, products, and yield. Dataset: the Open Reaction Database (ORD), a public repository of structured organic reaction records The reactants are ClCCl, O=C(O)C(F)(F)F, CC=CC(c1ccc(C(F)(F)F)cc1)C(CO)NC(=O)OC(C)(C)C. Product: CC=CC(c1ccc(C(F)(F)F)cc1)C(N)CO. Reaction SMILES: [Cl:33][CH2:34][Cl:35].[F:26][C:27]([F:28])([F:29])[C:30]([OH:31])=[O:32].[OH:1][CH2:2][CH:3]([CH:4]([CH:5]=[CH:6][CH3:7])[c:8]1[cH:9][cH:10][c:11]([C:14]([F:15])([F:16])[F:17])[cH:12][cH:13]1)[NH:18][C:19](=[O:20])[O:21][C:22]([CH3:23])([CH3:24])[CH3:25]>>[OH:1][CH2:2][CH:3]([CH:4]([CH:5]=[CH:6][CH3:7])[c:8]1[cH:9][cH:10][c:11]([C:14]([F:15])([F:16])[F:17])[cH:12][cH:13]1)[NH2:18]. Starting materials: C(=O)(C(F)(F)F)O (TFA), C(C)(C)(C)OC(=O)NC1=C(C=CC=C1)C=1NC2=CC(=CC=C2C1C1CCCCC1)C(=O)[O-] (2-{[(tert-butoxycarbonyl)amino]phenyl}-3-cyclohexyl-1H-indole-6-carboxylate). Run in C(Cl)Cl (DCM). Run at time 1 hour. The product is NC1=C(C=CC=C1)C=1NC2=CC(=CC=C2C1C1CCCCC1)C(=O)OC (methyl 2-(2-aminophenyl)-3-cyclohexyl-1H-indole-6-carboxylate). RXN SMILES: [C:1](O)(C(F)(F)F)=O.C(OC([NH:15][C:16]1[CH:21]=[CH:20][CH:19]=[CH:18][C:17]=1[C:22]1[NH:23][C:24]2[C:29]([C:30]=1[CH:31]1[CH2:36][CH2:35][CH2:34][CH2:33][CH2:32]1)=[CH:28][CH:27]=[C:26]([C:37]([O-:39])=[O:38])[CH:25]=2)=O)(C)(C)C>C(Cl)Cl>[NH2:15][C:16]1[CH:21]=[CH:20][CH:19]=[CH:18][C:17]=1[C:22]1[NH:23][C:24]2[C:29]([C:30]=1[CH:31]1[CH2:32][CH2:33][CH2:34][CH2:35][CH2:36]1)=[CH:28][CH:27]=[C:26]([C:37]([O:39][CH3:1])=[O:38])[CH:25]=2. Procedure details: TFA (137 eq) was added to a solution of methyl 2-(2-{[(tert-butoxycarbonyl)amino]phenyl}-3-cyclohexyl-1H-indole-6-carboxylate in DCM (0.1 M) at 0° C. and the solution was allowed to stir at RT for 1 h. The volatiles were removed in vacuo, and the residue diluted with EtOAc. The organic phase was washed with saturated aqueous NaHCO3 (twice) and then brine. The organic phase was dried over Na2SO4, filtered and the solvent evaporated in vacuo to afford the title compound (quant.). MS (ES+) m/z 349 ... Starting materials: ClC1=CC(=C(NCCCN2C=NC=C2)C=C1)[N+](=O)[O-] (4-chloro-N-[3-(1H-imidazol-1-yl)propyl]-2-nitroaniline). Reagents/catalysts: [Pd] (Palladium on activated carbon). The solvent is CO (methanol). Reaction conditions: time 16 hour. Product: ClC=1C=C(C(=CC1)NCCCN1C=NC=C1)N (4-chloro-N1-[3-(1H-imidazol-1-yl)propyl]benzene-1,2-diamine). Yield: 48.8%. RXN SMILES: [Cl:1][C:2]1[CH:16]=[CH:15][C:5]([NH:6][CH2:7][CH2:8][CH2:9][N:10]2[CH:14]=[CH:13][N:12]=[CH:11]2)=[C:4]([N+:17]([O-])=O)[CH:3]=1>CO.[Pd]>[Cl:1][C:2]1[CH:3]=[C:4]([NH2:17])[C:5]([NH:6][CH2:7][CH2:8][CH2:9][N:10]2[CH:14]=[CH:13][N:12]=[CH:11]2)=[CH:15][CH:16]=1. Procedure details: 4-chloro-N-[3-(1H-imidazol-1-yl)propyl]-2-nitroaniline (11, 5 g, 17.8 mmol) was dissolved in 100 mL methanol (MeOH) and Palladium on activated carbon (10%, 120 mg, 0.1 eq.) was added under nitrogen atmosphere. The solution was hydrogenated at 1 bar for 16 hours. The reaction was filtered over celite and the filtrate concentrated in vacuo and purified by flash chromatography (gradient 0 to 10% methanol in CH2Cl2) to give 4-chloro-N1-[3-(1H-imidazol-1-yl)propyl]benzene-1,2-diamine (12, 2.18 g, 49%... The reactants are O=C(O)C=Cc1cccc(Cl)c1, Cl, O=S(Cl)Cl, c1ccccc1. Yields the product O=C(Cl)C=Cc1cccc(Cl)c1. Reaction SMILES: [Cl:1][c:2]1[cH:3][c:4]([CH:5]=[CH:6][C:7](=[O:8])[OH:9])[cH:10][cH:11][cH:12]1.[ClH:17].[S:13]([Cl:14])([Cl:15])=[O:16].[cH:18]1[cH:19][cH:20][cH:21][cH:22][cH:23]1>>[Cl:1][c:2]1[cH:3][c:4]([CH:5]=[CH:6][C:7](=[O:8])[Cl:15])[cH:10][cH:11][cH:12]1.